Dataset: the Open Reaction Database (ORD), a public repository of structured organic reaction records. Task: describe an organic reaction: reactants, conditions, products, and yield The reactants are FC(C=1C(NC=CC1)=O)(F)F (3-(trifluoromethyl)pyridin-2(1H)-one), CC(=O)[O-].[Na+] (NaOAc), BrBr (Br2). Solvent: CC(=O)O (AcOH). Reaction conditions: temperature 80 celsius, time 8 hour. The product is BrC=1C=C(C(NC1)=O)C(F)(F)F (5-Bromo-3-(trifluoromethyl)pyridin-2(1H)-one). Reaction SMILES: [F:1][C:2]([F:11])([F:10])[C:3]1[C:4](=[O:9])[NH:5][CH:6]=[CH:7][CH:8]=1.CC([O-])=O.[Na+].[Br:17]Br>CC(O)=O>[Br:17][C:7]1[CH:8]=[C:3]([C:2]([F:1])([F:10])[F:11])[C:4](=[O:9])[NH:5][CH:6]=1 |f:1.2|. Reported procedure: To a solution of 3-(trifluoromethyl)pyridin-2(1H)-one (25.0 g, 0.15 mol) in AcOH (300 mL) were added NaOAc (15.1 g, 0.18 mol) and dropwise Br2 (8.6 mL, 0.17 mol). Then the mixture was stirred at 80° C. overnight, concentrated, diluted with sat aq. NaHCO3 and extracted with EtOAc twice. The combined organic layers were washed with brine, dried over Na2SO4, filtered, concentrated and purified by CC (PE/EA=7/2) to give compound P45a (29.7 g, 80%) as a white solid. Conditions: temperature 0 celsius, time 10 minute. The product is FC(C(=O)O)(F)F.NC=1SC=C(N1)/C(/C(=O)N[C@@H]1C(N(C1)C(=O)NS(=O)(=O)NC1=C(C=CC(=C1O)O)CC(=O)O)=O)=N/OCC(C)C(=O)O ([[[[[(S)-3-[[(Z)-(2-amino-4-thiazolyl)[(2-carboxy-2-methylethoxy)imino]acetyl]amino]-2-oxo-1-azetidinyl]carbonyl]amino]sulfonyl]amino]-3,4-dihydroxybenzeneacetic acid, trifluoroacetate salt). As a reaction SMILES: [NH2:1][C:2]1[S:3][CH:4]=[C:5](/[C:7](=[N:48]/[O:49][CH2:50][CH:51]([C:53]([OH:55])=[O:54])[CH3:52])/[C:8]([NH:10][C@H:11]2[CH2:14][N:13]([C:15]([NH:17][S:18]([NH:21][C:22]3[C:27]([OH:28])=[C:26]([OH:29])[CH:25]=[CH:24][C:23]=3[CH2:30][C:31]([O:33]C(C3C=CC=CC=3)C3C=CC=CC=3)=[O:32])(=[O:20])=[O:19])=[O:16])[C:12]2=[O:47])=[O:9])[N:6]=1.C1(OC)C=CC=CC=1.[F:64][C:65]([F:70])([F:69])[C:66]([OH:68])=[O:67]>ClCCl>[F:64][C:65]([F:70])([F:69])[C:66]([OH:68])=[O:67].[NH2:1][C:2]1[S:3][CH:4]=[C:5](/[C:7](=[N:48]/[O:49][CH2:50][CH:51]([C:53]([OH:55])=[O:54])[CH3:52])/[C:8]([NH:10][C@H:11]2[CH2:14][N:13]([C:15]([NH:17][S:18]([NH:21][C:22]3[C:27]([OH:28])=[C:26]([OH:29])[CH:25]=[CH:24][C:23]=3[CH2:30][C:31]([OH:33])=[O:32])(=[O:19])=[O:20])=[O:16])[C:12]2=[O:47])=[O:9])[N:6]=1 |f:4.5|. Procedure details: To a suspension of 10.83 g (13.6 mmol) of the crude [[[[[(S)-3-[[(Z)-(2-amino-4-thiazolyl)[(2-carboxy-2-methylethoxy)imino]acetyl]amino]-2-oxo-1-azetidinyl]carbonyl]amino]sulfonyl]amino]-3,4-dihydroxybenzeneacetic acid, diphenylmethyl ester in 45 ml of dry dichloromethane at -10° C., a cold solution of 11 ml of anisole in 110 ml of trifluoroacetic acid was added. After being stirred at 0° C. for 10 minutes, the clear solution was evaporated in vacuo at 0°-5° C. and the residue was treated with d... The reactants are C1(=CC=CC=C1)OC (anisole), FC(C(=O)O)(F)F (trifluoroacetic acid), NC=1SC=C(N1)/C(/C(=O)N[C@@H]1C(N(C1)C(=O)NS(=O)(=O)NC1=C(C=CC(=C1O)O)CC(=O)OC(C1=CC=CC=C1)C1=CC=CC=C1)=O)=N/OCC(C)C(=O)O ([[[[[(S)-3-[[(Z)-(2-amino-4-thiazolyl)[(2-carboxy-2-methylethoxy)imino]acetyl]amino]-2-oxo-1-azetidinyl]carbonyl]amino]sulfonyl]amino]-3,4-dihydroxybenzeneacetic acid, diphenylmethyl ester). The solvent is ClCCl (dichloromethane). The reactants are C1CCNCC1, Cc1ccc(S(=O)(=O)OCC2COc3ccc4nc(C)oc4c3O2)cc1. Yields the product Cc1nc2ccc3c(c2o1)OC(CN1CCCCC1)CO3. RXN SMILES: [CH2:27]1[CH2:28][CH2:29][NH:30][CH2:31][CH2:32]1.[CH3:1][c:2]1[cH:3][cH:4][c:5]([S:6]([O:7][CH2:12][CH:13]2[O:14][c:15]3[c:16]([cH:17][cH:18][c:19]4[n:20][c:21]([CH3:24])[o:22][c:23]34)[O:25][CH2:26]2)(=[O:8])=[O:9])[cH:10][cH:11]1>>[CH2:12]([CH:13]1[O:14][c:15]2[c:16]([cH:17][cH:18][c:19]3[n:20][c:21]([CH3:24])[o:22][c:23]23)[O:25][CH2:26]1)[N:30]1[CH2:29][CH2:28][CH2:27][CH2:32][CH2:31]1.